From a dataset of the Open Reaction Database (ORD), a public repository of structured organic reaction records. describe an organic reaction: reactants, conditions, products, and yield Reactants: OCCC[C@@H]1C(C(CCC1)=O)C ((3R)-3-(3-hydroxypropyl)-2-methylcyclohexanone), N1C=NC=C1 (imidazole), C(C)(C)(C)[Si](C1=CC=CC=C1)(C1=CC=CC=C1)Cl (t-butylchlorodiphenyl silane). Run in CN(C)C=O (DMF), CN(C)C=O (DMF). Conditions: time 3 hour. Product: CC(C)(C)[Si](OCCC[C@@H]1C(C(CCC1)=O)C)(C1=CC=CC=C1)C1=CC=CC=C1 ((3R)-3-[3-[[(1,1-dimethylethyl)diphenylsilyl]oxy]propyl]-2-methylcyclohexanone). The yield is 111.9%. Reaction SMILES: [OH:1][CH2:2][CH2:3][CH2:4][C@H:5]1[CH2:10][CH2:9][CH2:8][C:7](=[O:11])[CH:6]1[CH3:12].N1C=CN=C1.[C:18]([Si:22](Cl)([C:29]1[CH:34]=[CH:33][CH:32]=[CH:31][CH:30]=1)[C:23]1[CH:28]=[CH:27][CH:26]=[CH:25][CH:24]=1)([CH3:21])([CH3:20])[CH3:19]>CN(C=O)C>[CH3:21][C:18]([Si:22]([C:29]1[CH:34]=[CH:33][CH:32]=[CH:31][CH:30]=1)([C:23]1[CH:24]=[CH:25][CH:26]=[CH:27][CH:28]=1)[O:1][CH2:2][CH2:3][CH2:4][C@H:5]1[CH2:10][CH2:9][CH2:8][C:7](=[O:11])[CH:6]1[CH3:12])([CH3:19])[CH3:20]. Procedure details: To a solution of 13.5 g (79.6 mmole) of the (3R)-3-(3-hydroxypropyl)-2-methylcyclohexanone in 240 ml of DMF was added 10.82 g (159.2 mmole) of imidazole followed by a dropwise addition of a solution of 26.2 g (95.3 mmole) of t-butylchlorodiphenyl silane in 25 ml of DMF. After addition, the solution was stirred at room temperature for 3 hours, quenched with 260 ml of iced water and extracted with 2×750 ml of ether. The combined etheral extracts were washed with 3×200 ml of water which was back ex... Starting materials: C(CCCCCCCCCCCC)C#N (n-tridecyl cyanide), C(C(=O)OCC)(=O)OCC (diethyl oxalate), ice, CC(C)([O-])C.[K+] (potassium t-butoxide). The solvent is CN(C=O)C (dimethylformamide). Conditions: time 8 hour. Yields the product C(C)OC(C(C(CCCCCCCCCCCC)C#N)=O)=O (3-cyano-2-oxopentadecanoic acid ethyl ester). Reaction SMILES: [CH2:1]([C:14]#[N:15])[CH2:2][CH2:3][CH2:4][CH2:5][CH2:6][CH2:7][CH2:8][CH2:9][CH2:10][CH2:11][CH2:12][CH3:13].[C:16](OCC)(=[O:22])[C:17]([O:19][CH2:20][CH3:21])=[O:18].CC(C)([O-])C.[K+]>CN(C)C=O>[CH2:20]([O:19][C:17](=[O:18])[C:16](=[O:22])[CH:1]([C:14]#[N:15])[CH2:2][CH2:3][CH2:4][CH2:5][CH2:6][CH2:7][CH2:8][CH2:9][CH2:10][CH2:11][CH2:12][CH3:13])[CH3:21] |f:2.3|. Procedure: 0.5 Moles of n-tridecyl cyanide and 0.5 moles of diethyl oxalate are mixed in 1,000 ml of dimethylformamide. To this solution is added with ice cooling 0.52 moles of potassium t-butoxide. The mixture is allowed to stir overnight at room temperature. Following evaporation (rotary evaporator under vacuum) of most of the dimethylformamide the residue is mixed with 3 liters of diethyl ether followed by the addition of 1 liter water. The mixture is acidified with concentrated hydrochloric acid to a p... Starting materials: C(C1=CC=CC=C1)N1CC2CCC(C1)N2C[C@@H](COC2=CC=C(C=C2)C#N)NC(OC)=O (Methyl (1S)-2-(3-benzyl-3,8-diazabicyclo[3.2.1]oct-8-yl)-1-[(4-cyanophenoxy)methyl]ethylcarbamate), Cl (HCl). The reagents and catalysts are [Pd] (Pd/C). The solvent is CO (MeOH). Product: C(#N)C1=CC=C(OC[C@H](CN2C3CNCC2CC3)NC(OC)=O)C=C1 (Methyl (1S)-2-(4-cyanophenoxy)-1-(3,8-diazabicyclo[3.2.1]oct-8-ylmethyl)ethylcarbamate). The yield is 86.0%. Reaction SMILES: C([N:8]1[CH2:14][CH:13]2[N:15]([CH2:16][C@H:17]([NH:28][C:29](=[O:32])[O:30][CH3:31])[CH2:18][O:19][C:20]3[CH:25]=[CH:24][C:23]([C:26]#[N:27])=[CH:22][CH:21]=3)[CH:10]([CH2:11][CH2:12]2)[CH2:9]1)C1C=CC=CC=1.Cl>[Pd].CO>[C:26]([C:23]1[CH:22]=[CH:21][C:20]([O:19][CH2:18][C@@H:17]([NH:28][C:29](=[O:32])[O:30][CH3:31])[CH2:16][N:15]2[CH:10]3[CH2:11][CH2:12][CH:13]2[CH2:14][NH:8][CH2:9]3)=[CH:25][CH:24]=1)#[N:27]. Procedure: Methyl (1S)-2-(3-benzyl-3,8-diazabicyclo[3.2.1]oct-8-y)-1-[(4-cyanophenoxy)methyl]ethylcarbamate (2.9 g, 6.7 mmol; from step (g) above) was mixed with MeOH (55 mL) and 1 M HCl (13 mL). The mixture was hydrogenated over 5% Pd/C. Filtration through a pad of Celite® and evaporation gave the title compound in 86% yield. The reactants are [OH-].[Na+] (sodium hydroxide), C1(CC1)C1=CC(=C(C(=C1C1=CC=C(C=C1)F)F)OC)CN1CCC(CC1)N1C(C=2C=C(C(=NC2CC1)CCC)C(=O)OC)=O (methyl 6-(1-((6-cyclopropyl-2,4′-difluoro-3-methoxybiphenyl-4-yl)methyl)piperidin-4-yl)-5-oxo-2-propyl-5,6,7,8-tetrahydro-1,6-naphthyridine-3-carboxylate). Solvent: C(C)O (ethanol). Conditions: temperature 80 celsius, time 3 hour. Product: C1(CC1)C1=CC(=C(C(=C1C1=CC=C(C=C1)F)F)OC)CN1CCC(CC1)N1C(C=2C=C(C(=NC2CC1)CCC)C(=O)O)=O (6-(1-((6-Cyclopropyl-2,4′-difluoro-3-methoxybiphenyl-4-yl)methyl)piperidin-4-yl)-5-oxo-2-propyl-5,6,7,8-tetrahydro-1,6-naphthyridine-3-carboxylic acid). Yield: 84.3%. Reaction SMILES: [OH-].[Na+].[CH:3]1([C:6]2[C:11]([C:12]3[CH:17]=[CH:16][C:15]([F:18])=[CH:14][CH:13]=3)=[C:10]([F:19])[C:9]([O:20][CH3:21])=[C:8]([CH2:22][N:23]3[CH2:28][CH2:27][CH:26]([N:29]4[CH2:38][CH2:37][C:36]5[N:35]=[C:34]([CH2:39][CH2:40][CH3:41])[C:33]([C:42]([O:44]C)=[O:43])=[CH:32][C:31]=5[C:30]4=[O:46])[CH2:25][CH2:24]3)[CH:7]=2)[CH2:5][CH2:4]1>C(O)C>[CH:3]1([C:6]2[C:11]([C:12]3[CH:17]=[CH:16][C:15]([F:18])=[CH:14][CH:13]=3)=[C:10]([F:19])[C:9]([O:20][CH3:21])=[C:8]([CH2:22][N:23]3[CH2:24][CH2:25][CH:26]([N:29]4[CH2:38][CH2:37][C:36]5[N:35]=[C:34]([CH2:39][CH2:40][CH3:41])[C:33]([C:42]([OH:44])=[O:43])=[CH:32][C:31]=5[C:30]4=[O:46])[CH2:27][CH2:28]3)[CH:7]=2)[CH2:5][CH2:4]1 |f:0.1|. Reported procedure: A 2 M aqueous sodium hydroxide solution (2 mL) was added at room temperature to an ethanol (8 mL) solution of methyl 6-(1-((6-cyclopropyl-2,4′-difluoro-3-methoxybiphenyl-4-yl)methyl)piperidin-4-yl)-5-oxo-2-propyl-5,6,7,8-tetrahydro-1,6-naphthyridine-3-carboxylate (335 mg), and the mixture was stirred at 80° C. for 3 hours in a nitrogen atmosphere. Then, the solvent was distilled off under reduced pressure. Water was added to the obtained residue, and the mixture was neutralized with 2 M hydrochl... The reactants are FC(C1=CC=C(N=N1)N)(F)F (6-(Trifluoromethyl)pyridazin-3-amine), CC1(C2=C(C(=CC=C2)P(C3=CC=CC=C3)C4=CC=CC=C4)OC5=C(C=CC=C51)P(C6=CC=CC=C6)C7=CC=CC=C7)C (XantPhos), BrC=1C(N(C=C(C1)Br)C)=O (3,5-dibromo-1-methylpyridin-2(1H)-one), C(=O)([O-])[O-].[Cs+].[Cs+] (Cs2CO3). Reagents/catalysts: C=1C=CC(=CC1)/C=C/C(=O)/C=C/C2=CC=CC=C2.C=1C=CC(=CC1)/C=C/C(=O)/C=C/C2=CC=CC=C2.C=1C=CC(=CC1)/C=C/C(=O)/C=C/C2=CC=CC=C2.[Pd].[Pd] (Pd2dba3). Run in O1CCOCC1 (1,4-dioxane). Reaction conditions: temperature 90 celsius. Yields the product BrC=1C=C(C(N(C1)C)=O)NC=1N=NC(=CC1)C(F)(F)F (5-Bromo-1-methyl-3-(6-(trifluoromethyl)pyridazin-3-ylamino)pyridin-2(1H)-one). The yield is 85.9%. RXN SMILES: [F:1][C:2]([F:11])([F:10])[C:3]1[N:8]=[N:7][C:6]([NH2:9])=[CH:5][CH:4]=1.CC1(C)C2C(=C(P(C3C=CC=CC=3)C3C=CC=CC=3)C=CC=2)OC2C(P(C3C=CC=CC=3)C3C=CC=CC=3)=CC=CC1=2.Br[C:55]1[C:56](=[O:63])[N:57]([CH3:62])[CH:58]=[C:59]([Br:61])[CH:60]=1.C([O-])([O-])=O.[Cs+].[Cs+]>C1C=CC(/C=C/C(/C=C/C2C=CC=CC=2)=O)=CC=1.C1C=CC(/C=C/C(/C=C/C2C=CC=CC=2)=O)=CC=1.C1C=CC(/C=C/C(/C=C/C2C=CC=CC=2)=O)=CC=1.[Pd].[Pd].O1CCOCC1>[Br:61][C:59]1[CH:60]=[C:55]([NH:9][C:6]2[N:7]=[N:8][C:3]([C:2]([F:1])([F:10])[F:11])=[CH:4][CH:5]=2)[C:56](=[O:63])[N:57]([CH3:62])[CH:58]=1 |f:3.4.5,6.7.8.9.10|. Reported procedure: A 100-mL single-neck round-bottomed flask equipped with a magnetic stirrer and a reflux condenser was charged with 301a (750 mg, 4.6 mmol), XantPhos (532 mg, 0.92 mmol), Pd2dba3 (421 mg, 0.46 mmol), 2-bromo-4-chloronicotinaldehyde (H-001) (1.84 g, 6.9 mmol), Cs2CO3 (3.0 g, 9.2 mmol), and 1,4-dioxane (50 mL). The system was subjected to three cycles of vacuum/argon flush and heated at 90° C. for overnight. After the completion of the reaction, the mixture was filtered and the solid was washed wit...